This data is from the Open Reaction Database (ORD), a public repository of structured organic reaction records. The task is: describe an organic reaction: reactants, conditions, products, and yield The product is C1(CCCC1)C1=NN=C(C(N1)=O)C(CC)NC(CC(C)C)=O (N-[1-(3-Cyclopentyl-5-oxo-4,5-dihydro-1,2,4-triazin-6-yl)propyl]-3-methylbutanamide). As a reaction SMILES: [NH2:1][CH:2]([C:5]1[C:6](=[O:16])[NH:7][C:8]([CH:11]2[CH2:15][CH2:14][CH2:13][CH2:12]2)=[N:9][N:10]=1)[CH2:3][CH3:4].[CH3:17][CH:18]([CH3:23])[CH2:19][C:20](Cl)=[O:21]>>[CH:11]1([C:8]2[NH:7][C:6](=[O:16])[C:5]([CH:2]([NH:1][C:20](=[O:21])[CH2:19][CH:18]([CH3:23])[CH3:17])[CH2:3][CH3:4])=[N:10][N:9]=2)[CH2:15][CH2:14][CH2:13][CH2:12]1. Procedure details: In analogy to the procedure for Example 36A, 150 mg (0.67 mmol) 6-(1-aminopropyl)-3-cyclopentyl-1,2,4-triazin-5(4H)-one, 90 mg (0.74 mmol) 3-methylbutanoyl chloride and proportionate amounts of the other reagents are used. The crude product is used in the next step without further purification. Reactants: NC(CC)C=1C(NC(=NN1)C1CCCC1)=O (6-(1-aminopropyl)-3-cyclopentyl-1,2,4-triazin-5(4H)-one), CC(CC(=O)Cl)C (3-methylbutanoyl chloride). The reactants are CCOC=C(C(=O)OCC)C(=O)c1cc(F)c(C2=CCN(C(C)=O)CC2)cc1F, CCOCC, NC1CC1. Yields the product CCOC(=O)C(=CNC1CC1)C(=O)c1cc(F)c(C2=CCN(C(C)=O)CC2)cc1F. Reaction SMILES: [C:1]([CH3:2])(=[O:3])[N:4]1[CH2:5][CH2:6][C:7]([c:10]2[cH:11][c:12]([F:29])[c:13]([C:17]([C:18]([C:19](=[O:20])[O:21][CH2:22][CH3:23])=[CH:24][O:25][CH2:26][CH3:27])=[O:28])[cH:14][c:15]2[F:16])=[CH:8][CH2:9]1.[CH2:34]([O:35][CH2:36][CH3:37])[CH3:38].[CH:30]1([NH2:33])[CH2:31][CH2:32]1>>[C:1]([CH3:2])(=[O:3])[N:4]1[CH2:5][CH2:6][C:7]([c:10]2[cH:11][c:12]([F:29])[c:13]([C:17]([C:18]([C:19](=[O:20])[O:21][CH2:22][CH3:23])=[CH:24][NH:33][CH:30]3[CH2:31][CH2:32]3)=[O:28])[cH:14][c:15]2[F:16])=[CH:8][CH2:9]1. Starting materials: C#CCOC, CCOCC, [Cu]I, Nc1ccc(I)cc1F. Product: COCC#Cc1ccc(N)c(F)c1. As a reaction SMILES: [CH2:10]([C:11]#[CH:12])[O:13][CH3:14].[CH3:15][CH2:16][O:17][CH2:18][CH3:19].[Cu:20][I:21].[F:1][c:2]1[c:3]([NH2:4])[cH:5][cH:6][c:7]([I:9])[cH:8]1>>[F:1][c:2]1[c:3]([NH2:4])[cH:5][cH:6][c:7]([C:12]#[C:11][CH2:10][O:13][CH3:14])[cH:8]1. Reactants: O=C(n1ccnc1)n1ccnc1, CS(N)(=O)=O, Cc1ccc(F)c(F)c1C1NC(=O)CC(c2cc(Cl)ccc2OC(C)(C)C(=O)O)C12C(=O)Nc1cc(Cl)ccc12, Cl, [H-], [Na+], CN(C)C=O, O. RXN SMILES: [C:41]([n:42]1[cH:43][cH:44][n:45][cH:46]1)([n:47]1[cH:48][cH:49][n:50][cH:51]1)=[O:52].[CH3:53][S:54](=[O:55])(=[O:56])[NH2:57].[Cl:1][c:2]1[cH:3][cH:4][c:5]2[c:9]([cH:10]1)[NH:8][C:7](=[O:11])[C:6]21[CH:12]([c:32]2[c:33]([F:40])[c:34]([F:39])[cH:35][cH:36][c:37]2[CH3:38])[NH:13][C:14](=[O:31])[CH2:15][CH:16]1[c:17]1[c:18]([O:24][C:25]([CH3:26])([CH3:27])[C:28](=[O:29])[OH:30])[cH:19][cH:20][c:21]([Cl:23])[cH:22]1.[ClH:60].[H-:59].[Na+:58].[O:61]=[CH:62][N:63]([CH3:64])[CH3:65].[OH2:66]>>[Cl:1][c:2]1[cH:3][cH:4][c:5]2[c:9]([cH:10]1)[NH:8][C:7](=[O:11])[C:6]21[CH:12]([c:32]2[c:33]([F:40])[c:34]([F:39])[cH:35][cH:36][c:37]2[CH3:38])[NH:13][C:14](=[O:31])[CH2:15][CH:16]1[c:17]1[c:18]([O:24][C:25]([CH3:26])([CH3:27])[C:28](=[O:29])[NH:57][S:54]([CH3:53])(=[O:55])=[O:56])[cH:19][cH:20][c:21]([Cl:23])[cH:22]1. Product: Cc1ccc(F)c(F)c1C1NC(=O)CC(c2cc(Cl)ccc2OC(C)(C)C(=O)NS(C)(=O)=O)C12C(=O)Nc1cc(Cl)ccc12. The reactants are C=CCOCCCC(NC(=O)OC(C)(C)C)C(=O)N1CC(O)CC1C(=O)NC1(C(=O)OCC)CC1C=C, Cc1ccccc1, Cc1cc(C)c(N2CCN(c3c(C)cc(C)cc3C)C2[Ru](Cl)(Cl)=Cc2cc(Cl)ccc2OC(C)C)c(C)c1. Yields the product CCOC(=O)C12CC1C=CCOCCCC(NC(=O)OC(C)(C)C)C(=O)N1CC(O)CC1C(=O)N2. Reaction SMILES: [CH2:1]([CH:2]=[CH2:3])[O:4][CH2:5][CH2:6][CH2:7][CH:8]([C:9](=[O:10])[N:11]1[CH:12]([C:17](=[O:18])[NH:19][C:20]2([C:25](=[O:26])[O:27][CH2:28][CH3:29])[CH:21]([CH:23]=[CH2:24])[CH2:22]2)[CH2:13][CH:14]([OH:16])[CH2:15]1)[NH:30][C:31](=[O:32])[O:33][C:34]([CH3:35])([CH3:36])[CH3:37].[CH3:38][c:39]1[cH:40][cH:41][cH:42][cH:43][cH:44]1.[Cl:45][c:46]1[cH:47][cH:48][c:49]([O:50][CH:51]([CH3:52])[CH3:53])[c:54]([CH:56]=[Ru:57]([Cl:58])([Cl:59])[CH:60]2[N:61]([c:62]3[c:63]([CH3:64])[cH:65][c:66]([CH3:67])[cH:68][c:69]3[CH3:70])[CH2:71][CH2:72][N:73]2[c:74]2[c:75]([CH3:76])[cH:77][c:78]([CH3:79])[cH:80][c:81]2[CH3:82])[cH:55]1>>[CH2:1]1[CH:2]=[CH:3][CH:21]2[C:20]([C:25](=[O:26])[O:27][CH2:28][CH3:29])([NH:19][C:17](=[O:18])[CH:12]3[N:11]([C:9](=[O:10])[CH:8]([NH:30][C:31](=[O:32])[O:33][C:34]([CH3:35])([CH3:36])[CH3:37])[CH2:7][CH2:6][CH2:5][O:4]1)[CH2:15][CH:14]([OH:16])[CH2:13]3)[CH2:22]2.